Dataset: the Open Reaction Database (ORD), a public repository of structured organic reaction records. Task: describe an organic reaction: reactants, conditions, products, and yield The reactants are NC1=CC=C(C=C1)C=1N(C2=CC(=CC=C2C1C#N)OCC)CC (2-(4-aminophenyl)-6-ethoxy-1-ethyl-1H-indole-3-carbonitrile), ClCC(=O)N=C=O (chloroacetyl isocyanate), C1CCC2=NCCCN2CC1 (DBU). Run in O1CCOCC1 (1,4-dioxane). Conditions: temperature 60 celsius, time 8 hour. The product is O=C1N(CC(N1)=O)C1=CC=C(C=C1)C=1N(C2=CC(=CC=C2C1C#N)OCC)CC (2-[4-(2,4-dioxo-imidazolidin-1-yl)phenyl]-6-ethoxy-1-ethyl-1H-indole-3-carbonitrile). Yield: 78.9%. As a reaction SMILES: [NH2:1][C:2]1[CH:7]=[CH:6][C:5]([C:8]2[N:9]([CH2:22][CH3:23])[C:10]3[C:15]([C:16]=2[C:17]#[N:18])=[CH:14][CH:13]=[C:12]([O:19][CH2:20][CH3:21])[CH:11]=3)=[CH:4][CH:3]=1.Cl[CH2:25][C:26]([N:28]=[C:29]=[O:30])=[O:27].C1CCN2C(=NCCC2)CC1>O1CCOCC1>[O:30]=[C:29]1[NH:28][C:26](=[O:27])[CH2:25][N:1]1[C:2]1[CH:3]=[CH:4][C:5]([C:8]2[N:9]([CH2:22][CH3:23])[C:10]3[C:15]([C:16]=2[C:17]#[N:18])=[CH:14][CH:13]=[C:12]([O:19][CH2:20][CH3:21])[CH:11]=3)=[CH:6][CH:7]=1. Procedure details: A solution of 2-(4-aminophenyl)-6-ethoxy-1-ethyl-1H-indole-3-carbonitrile (319 mg, 1.04 mmol) in 1,4-dioxane (3 mL) is treated with chloroacetyl isocyanate (0.10 mL, 1.17 mmol), and the resulting solution is warmed to 60° C. overnight. The solution is cooled, and DBU (0.20 mL, 1.31 mmol) is added. This mixture is stirred at ambient temperature overnight, and then is partitioned between water and ethyl acetate (50 mL each). The organic layer is washed with saturated brine, and then dried over anh... Reactants: ClC=1C=CC2=C(C(N=C(O2)C2=C(C=CC(=C2)Cl)O)=O)C1 (6-chloro-2-(5-chloro-2-hydroxyphenyl)benz[e][1,3]oxazin-4-one), N(N)C1=CC=C(C(=O)O)C=C1 (4-hydrazinobenzoic acid). The solvent is C(C)O (ethanol). Product: ClC=1C=CC(=C(C1)C1=NN(C(=N1)C1=C(C=CC(=C1)Cl)O)C1=CC=C(C(=O)O)C=C1)O (4-[3,5-Bis(5-chloro-2-hydroxyphenyl)-[1,2,4]triazol-1-yl]benzoic acid). As a reaction SMILES: [Cl:1][C:2]1[CH:3]=[CH:4][C:5]2[O:10][C:9]([C:11]3[CH:16]=[C:15]([Cl:17])[CH:14]=[CH:13][C:12]=3[OH:18])=[N:8][C:7](=O)[C:6]=2[CH:20]=1.[NH:21]([C:23]1[CH:31]=[CH:30][C:26]([C:27]([OH:29])=[O:28])=[CH:25][CH:24]=1)[NH2:22]>C(O)C>[Cl:1][C:2]1[CH:3]=[CH:4][C:5]([OH:10])=[C:6]([C:7]2[N:8]=[C:9]([C:11]3[CH:16]=[C:15]([Cl:17])[CH:14]=[CH:13][C:12]=3[OH:18])[N:21]([C:23]3[CH:24]=[CH:25][C:26]([C:27]([OH:29])=[O:28])=[CH:30][CH:31]=3)[N:22]=2)[CH:20]=1. Procedure: 3.0 g of 6-chloro-2-(5-chloro-2-hydroxyphenyl)benz[e][1,3]oxazin-4-one and 1.7 g of 4-hydrazinobenzoic acid are boiled under reflux for 2 h in 40 ml of ethanol. The crystals precipitating on cooling are recrystallized from isopropanol. After drying, 4-[3,5-bis(5-chloro-2-hydroxyphenyl)-[1,2,4]triazol-1-yl]benzoic acid remains as colorless crystals of m.p. 275-278 C. Starting materials: CNCCCN1C=2C=CC=CC2CCC3=C1C=CC=C3 (desipramine), C(C)OC(CCBr)=O (ethyl-3-bromopropionate), C([O-])([O-])=O.[K+].[K+] (potassium carbonate), [I-].[Na+] (sodium iodide). Reagents/catalysts: C1COCCOCCOCCOCCOCCO1 (18-crown-6). The solvent is CC(=O)C (acetone), CN(C)C=O (DMF). The product is C(C)OC(CCN(C)CCCN1C2=C(CCC3=C1C=CC=C3)C=CC=C2)=O (3-{[3-(10,11-dihydro-dibenzo[b,f]azepine-5-yl)-propyl]-methyl-amino}-propionic Acid Ethyl Ester). Isolated yield 88.8%. As a reaction SMILES: [CH3:1][NH:2][CH2:3][CH2:4][CH2:5][N:6]1[C:16]2[CH:17]=[CH:18][CH:19]=[CH:20][C:15]=2[CH2:14][CH2:13][C:12]2[CH:11]=[CH:10][CH:9]=[CH:8][C:7]1=2.[CH2:21]([O:23][C:24](=[O:28])[CH2:25][CH2:26]Br)[CH3:22].C(=O)([O-])[O-].[K+].[K+].[I-].[Na+]>CC(C)=O.C1OCCOCCOCCOCCOCCOC1.CN(C=O)C>[CH2:21]([O:23][C:24](=[O:28])[CH2:25][CH2:26][N:2]([CH2:3][CH2:4][CH2:5][N:6]1[C:7]2[CH:8]=[CH:9][CH:10]=[CH:11][C:12]=2[CH2:13][CH2:14][C:15]2[CH:20]=[CH:19][CH:18]=[CH:17][C:16]1=2)[CH3:1])[CH3:22] |f:2.3.4,5.6|. Procedure: A solution of 6.02 g (19.8 mmol) of desipramine hydrochloride was allowed to stir at room temperature for 5 minutes. This was extracted with 6×100 ml of chloroform. The combined organic part was washed with 100 ml of water, dried with anhydrous Na2SO4 and concentrated to give 5.25 g of desipramine free base. A solution of 2.82 g (10.6 mmol) of desipramine free base in 100 ml of anhydrous acetone was added. To this reaction mixture 2.03 ml (15.8 mmol) of ethyl-3-bromopropionate, 3.65 g (26.4 mmol... The reactants are Cl (HCl), solution, O[Li].O (LiOH—H2O), C1(=CC=C(C=C1)CCNC(=O)C1=CC=C(OC2=C(C=C3C(CCOC3=C2)C(=O)OCC)C#N)C=C1)C1=CC=CC=C1 (Ethyl 7-(4-(2-(biphenyl-4-yl)ethylcarbamoyl)phenoxy)-6-cyanochroman-4-carboxylate). Run in C1CCOC1 (THF). Run at time 3 day. The product is C1(=CC=C(C=C1)CCNC(=O)C1=CC=C(OC2=C(C=C3C(CCOC3=C2)C(=O)O)Cl)C=C1)C1=CC=CC=C1 (7-(4-(2-(biphenyl-4-yl)ethylcarbamoyl)phenoxy)-6-chlorochroman-4-carboxylic acid). Yield: 82.2%. RXN SMILES: [C:1]1([C:36]2[CH:41]=[CH:40][CH:39]=[CH:38][CH:37]=2)[CH:6]=[CH:5][C:4]([CH2:7][CH2:8][NH:9][C:10]([C:12]2[CH:35]=[CH:34][C:15]([O:16][C:17]3[CH:26]=[C:25]4[C:20]([CH:21]([C:27]([O:29]CC)=[O:28])[CH2:22][CH2:23][O:24]4)=[CH:19][C:18]=3C#N)=[CH:14][CH:13]=2)=[O:11])=[CH:3][CH:2]=1.O[Li].O.[ClH:45]>C1COCC1>[C:1]1([C:36]2[CH:41]=[CH:40][CH:39]=[CH:38][CH:37]=2)[CH:6]=[CH:5][C:4]([CH2:7][CH2:8][NH:9][C:10]([C:12]2[CH:35]=[CH:34][C:15]([O:16][C:17]3[CH:26]=[C:25]4[C:20]([CH:21]([C:27]([OH:29])=[O:28])[CH2:22][CH2:23][O:24]4)=[CH:19][C:18]=3[Cl:45])=[CH:14][CH:13]=2)=[O:11])=[CH:3][CH:2]=1 |f:1.2|. Procedure: Ethyl 7-(4-(2-(biphenyl-4-yl)ethylcarbamoyl)phenoxy)-6-cyanochroman-4-carboxylate (62.5 mg, 0.1124 mmol) was dissolved in THF (1 ml) and 1M solution of LiOH—H2O (224.8 μL, 0.2248 mmol) was added. The mixture was stirred for 3 days at ambient temperature. The mixture was quenched with 1M HCl solution (400 μL, 0.400 mmol). The crude mixture was purified on silica gel (MeOH in dichloromethane with 1% acetic acid gradient) to provide 48.8 mg of the title compound as a white solid (82%). Yields the product Cl.C(=O)(O)CN1C(C(C(SC2=C1C=CC=C2)C2=CC=CC=C2)NCC(=O)O)=O (5-carboxymethyl-3-carboxymethylamino-2-phenyl-2,3-dihydro-1,5-benzothiazepin-4(5H)-one hydrochloride). Conditions: time 30 minute. RXN SMILES: [ClH:1].[C:2]([CH2:5][N:6]1[C:12]2[CH:13]=[CH:14][CH:15]=[CH:16][C:11]=2[S:10][CH:9]([C:17]2[CH:22]=[CH:21][CH:20]=[CH:19][CH:18]=2)[CH:8]([NH:23][CH2:24][C:25]([O:27]CC)=[O:26])[C:7]1=[O:30])([OH:4])=[O:3].[OH-].[Na+].Cl>C(O)C>[ClH:1].[C:2]([CH2:5][N:6]1[C:12]2[CH:13]=[CH:14][CH:15]=[CH:16][C:11]=2[S:10][CH:9]([C:17]2[CH:22]=[CH:21][CH:20]=[CH:19][CH:18]=2)[CH:8]([NH:23][CH2:24][C:25]([OH:27])=[O:26])[C:7]1=[O:30])([OH:4])=[O:3] |f:0.1,2.3,6.7|. Procedure details: 410 mg of the compound obtained in Example 25 was dissolved in a mixture consisting of 3.5 ml of a 1N aqueous solution of sodium hydroxide and 5 ml of ethanol, and the resulting solution was stirred for 30 minutes. Then, the solution was adjusted to pH 1-2 with concentrated hydrochloric acid and concentrated to dryness under reduced pressure. The residue was dissolved in ethanol and the insoluble matter was filtered off. After the filtrate was concentrated, ether was added thereto so as to cause... Reactants: Cl.C(=O)(O)CN1C(C(C(SC2=C1C=CC=C2)C2=CC=CC=C2)NCC(=O)OCC)=O (5-carboxymethyl-3-ethoxycarbonylmethylamino-2-phenyl-2,3-dihydro-1,5-benzothiazepin-4(5H)-one hydrochloride), Cl (hydrochloric acid), aqueous solution, [OH-].[Na+] (sodium hydroxide). Isolated yield 85.8%. Solvent: C(C)O (ethanol). Starting materials: [Al+3], [Br-], Cc1ccccc1, [H-], [H-], [H-], [H-], [Li+], c1ccc([P+]2(c3ccccc3)Cc3ccccc3-c3ccccc3C2)cc1. Product: Cc1ccccc1-c1ccccc1CP(c1ccccc1)c1ccccc1. RXN SMILES: [Al+3:30].[Br-:1].[CH3:35][c:36]1[cH:37][cH:38][cH:39][cH:40][cH:41]1.[H-:29].[H-:32].[H-:33].[H-:34].[Li+:31].[c:2]1([P+:8]2([c:23]3[cH:24][cH:25][cH:26][cH:27][cH:28]3)[CH2:9][c:10]3[c:11]([cH:19][cH:20][cH:21][cH:22]3)-[c:12]3[c:13]([cH:15][cH:16][cH:17][cH:18]3)[CH2:14]2)[cH:3][cH:4][cH:5][cH:6][cH:7]1>>[c:2]1([P:8]([CH2:9][c:10]2[c:11](-[c:12]3[c:13]([CH3:14])[cH:15][cH:16][cH:17][cH:18]3)[cH:19][cH:20][cH:21][cH:22]2)[c:23]2[cH:24][cH:25][cH:26][cH:27][cH:28]2)[cH:3][cH:4][cH:5][cH:6][cH:7]1. The reactants are Cc1ccccc1-c1cc(N2CCN(C(=O)OC(C)(C)C)CC2)ncc1C(=O)N(C)Cc1cc(C(F)(F)F)cc(C(F)(F)F)c1, CO, CCOC(C)=O, [Na+], [OH-]. Yields the product Cc1ccccc1-c1cc(N2CCNCC2)ncc1C(=O)N(C)Cc1cc(C(F)(F)F)cc(C(F)(F)F)c1. As a reaction SMILES: [C:1]([O:2][C:3](=[O:4])[N:8]1[CH2:9][CH2:10][N:11]([c:14]2[n:15][cH:16][c:17]([C:27]([N:28]([CH3:29])[CH2:30][c:31]3[cH:32][c:33]([C:41]([F:42])([F:43])[F:44])[cH:34][c:35]([C:37]([F:38])([F:39])[F:40])[cH:36]3)=[O:45])[c:18](-[c:20]3[c:21]([CH3:26])[cH:22][cH:23][cH:24][cH:25]3)[cH:19]2)[CH2:12][CH2:13]1)([CH3:5])([CH3:6])[CH3:7].[CH3:46][OH:47].[CH3:50][CH2:51][O:52][C:53](=[O:54])[CH3:55].[Na+:49].[OH-:48]>>[NH:8]1[CH2:9][CH2:10][N:11]([c:14]2[n:15][cH:16][c:17]([C:27]([N:28]([CH3:29])[CH2:30][c:31]3[cH:32][c:33]([C:41]([F:42])([F:43])[F:44])[cH:34][c:35]([C:37]([F:38])([F:39])[F:40])[cH:36]3)=[O:45])[c:18](-[c:20]3[c:21]([CH3:26])[cH:22][cH:23][cH:24][cH:25]3)[cH:19]2)[CH2:12][CH2:13]1.